From a dataset of the Open Reaction Database (ORD), a public repository of structured organic reaction records. describe an organic reaction: reactants, conditions, products, and yield Reactants: [H][H] (hydrogen), [H][H] (hydrogen), stainless steel, [H][H] (hydrogen), C1(CCCO1)=O (butyrolactone). The reagents and catalysts are catalyst. Reaction conditions: temperature 160 celsius, time 6 hour. Product: C1(CCCO1)=O (butyrolactone), C(CCC)(O)O (butanediol). Isolated yield 90.0%. Reaction SMILES: [H][H].[C:3]1(=[O:8])[O:7][CH2:6][CH2:5][CH2:4]1>>[C:3]1(=[O:8])[O:7][CH2:6][CH2:5][CH2:4]1.[CH:3]([OH:8])([OH:7])[CH2:4][CH2:5][CH3:6]. Reported procedure: A stainless steel tubular reaction with an O.D. of 1 inch and I.D. 0.93 inches was packed with 70 ml (27 g.) of the catalyst from Example 1 to provide a 7 inch bed length. The catalyst was reduced over a six hour period at 150°-300° C. using hydrogen in nitrogen in increasing concentration of from about 3% to about 10% H2. The hydrogen mixture was introduced intermittently until there was little exotherm, after which the hydrogen concentration was increased to 100%. A feed of γ-Butyrolactone was...